describe an organic reaction: reactants, conditions, products, and yield From a dataset of the Open Reaction Database (ORD), a public repository of structured organic reaction records. Starting materials: Cl.Cl.NCC=1NC2=CC=CC=C2C(C1C)=O (2-(aminomethyl)-3-methylquinolin-4(1H)-one dihydrochloride), C(CCCCC)S(=O)(=O)Cl (hexanesulfonyl chloride). Solvent: N1=CC=CC=C1.CN(C)C=O (pyridine DMF). Reaction conditions: time 12 hour. The product is CC1=C(NC2=CC=CC=C2C1=O)CNS(=O)(=O)CCCCCC (N-[(3-methyl-4-oxo-1,4-dihydroquinolin-2-yl)methyl]hexane-1-sulfonamide). The yield is 20.5%. RXN SMILES: Cl.Cl.[NH2:3][CH2:4][C:5]1[NH:6][C:7]2[C:12]([C:13](=[O:16])[C:14]=1[CH3:15])=[CH:11][CH:10]=[CH:9][CH:8]=2.[CH2:17]([S:23](Cl)(=[O:25])=[O:24])[CH2:18][CH2:19][CH2:20][CH2:21][CH3:22]>N1C=CC=CC=1.CN(C=O)C>[CH3:15][C:14]1[C:13](=[O:16])[C:12]2[C:7](=[CH:8][CH:9]=[CH:10][CH:11]=2)[NH:6][C:5]=1[CH2:4][NH:3][S:23]([CH2:17][CH2:18][CH2:19][CH2:20][CH2:21][CH3:22])(=[O:25])=[O:24] |f:0.1.2,4.5|. Reported procedure: To a solution of 2-(aminomethyl)-3-methylquinolin-4(1H)-one dihydrochloride (212 mg) in pyridine-DMF (8:1, 9 mL) was added hexanesulfonyl chloride (180 mg) under ice-cooling, and the mixture was stirred at room temperature for 12 hours. The reaction mixture was concentrated under reduced pressure, and water (50 mL) was added to the residue, followed by extraction with ethyl acetate (100 mL). The organic layer was washed sequentially with water and saturated brine, and then dried over anhydrous m... Reactants: CN1C(=NC=C1)C(=O)C1=C(C=CC=C1)COC1=C(C=C(C=C1)Cl)C (2-(4-chloro-2-methylphenoxymethyl)phenyl 1-methylimidazol-2-yl ketone), O1CCCC1 (tetrahydrofuran), CO (methanol), [BH4-].[Na+] (sodium borohydride). Solvent: [Cl-].[Na+].O (brine). Yields the product ClC1=CC(=C(OCC2=C(C(O)C=3N(C=CN3)C)C=CC=C2)C=C1)C (2-[2-(4-chloro-2-methylphenoxymethyl)-α-hydroxybenzyl]-1-methylimidazole). Isolated yield 55.4%. RXN SMILES: [CH3:1][N:2]1[CH:6]=[CH:5][N:4]=[C:3]1[C:7]([C:9]1[CH:14]=[CH:13][CH:12]=[CH:11][C:10]=1[CH2:15][O:16][C:17]1[CH:22]=[CH:21][C:20]([Cl:23])=[CH:19][C:18]=1[CH3:24])=[O:8].O1CCCC1.CO.[BH4-].[Na+]>[Cl-].[Na+].O>[Cl:23][C:20]1[CH:21]=[CH:22][C:17]([O:16][CH2:15][C:10]2[CH:11]=[CH:12][CH:13]=[CH:14][C:9]=2[CH:7]([C:3]2[N:2]([CH3:1])[CH:6]=[CH:5][N:4]=2)[OH:8])=[C:18]([CH3:24])[CH:19]=1 |f:3.4,5.6.7|. Procedure details: To a mixture of 1.02 g (3 mmol) of 2-(4-chloro-2-methylphenoxymethyl)phenyl 1-methylimidazol-2-yl ketone, 6 ml of tetrahydrofuran and 3 ml of methanol was added 0.11 g (3 mmol) of sodium borohydride under ice-cooling and stirred at room temperature for an hour. After completion of the reaction, 100 ml of brine was added and extracted twice with 50 ml of dichloromethane. The extract was dried over anhydrous magnesium and concentrated under reduced pressure. The crystal thus obtained was recrystal... Yields the product CC(C)NC1CCC(CNC(=O)OC(C)(C)C)CC1. RXN SMILES: [CH2:30]1[O:31][CH2:32][CH2:33][CH2:34]1.[CH:1]([CH3:2])([CH3:3])[I:4].[CH:21]([N:22]([CH:23]([CH3:24])[CH3:25])[CH2:26][CH3:27])([CH3:28])[CH3:29].[NH2:5][CH:6]1[CH2:7][CH2:8][CH:9]([CH2:12][NH:13][C:14]([O:15][C:16]([CH3:17])([CH3:18])[CH3:19])=[O:20])[CH2:10][CH2:11]1>>[CH:1]([CH3:2])([CH3:3])[NH:5][CH:6]1[CH2:7][CH2:8][CH:9]([CH2:12][NH:13][C:14]([O:15][C:16]([CH3:17])([CH3:18])[CH3:19])=[O:20])[CH2:10][CH2:11]1. Reactants: C1CCOC1, CC(C)I, CCN(C(C)C)C(C)C, CC(C)(C)OC(=O)NCC1CCC(N)CC1.